From a dataset of the Open Reaction Database (ORD), a public repository of structured organic reaction records. describe an organic reaction: reactants, conditions, products, and yield Starting materials: C1CCOC1, OC1CN2CCC1CC2, O=C1c2ccccc2-c2ccc(O)cc21, c1ccc(P(c2ccccc2)c2ccccc2)cc1. Product: O=C1c2ccccc2-c2ccc(OC3CN4CCC3CC4)cc21. Reaction SMILES: [CH2:44]1[O:45][CH2:46][CH2:47][CH2:48]1.[N:16]12[CH2:17][CH:18]([OH:24])[CH:19]([CH2:20][CH2:21]1)[CH2:22][CH2:23]2.[OH:1][c:2]1[cH:3][c:4]2[c:12]([cH:13][cH:14]1)-[c:11]1[c:6]([cH:7][cH:8][cH:9][cH:10]1)[C:5]2=[O:15].[c:25]1([P:26]([c:27]2[cH:28][cH:29][cH:30][cH:31][cH:32]2)[c:33]2[cH:34][cH:35][cH:36][cH:37][cH:38]2)[cH:39][cH:40][cH:41][cH:42][cH:43]1>>[O:1]([c:2]1[cH:3][c:4]2[c:12]([cH:13][cH:14]1)-[c:11]1[c:6]([cH:7][cH:8][cH:9][cH:10]1)[C:5]2=[O:15])[CH:18]1[CH2:17][N:16]2[CH2:21][CH2:20][CH:19]1[CH2:22][CH2:23]2.